This data is from the Open Reaction Database (ORD), a public repository of structured organic reaction records. The task is: describe an organic reaction: reactants, conditions, products, and yield The reactants are COC(C1=C(C=C(C=C1)OCCCBr)NC(C1=C(C=CC=C1)C(F)(F)F)=O)=O (4-(3-bromo-propoxy)-2-(2-trifluoromethyl-benzoylamino)-benzoic acid methyl ester), C1(=CC=C(C=C1)C=NO)C1=CC=CC=C1 (Biphenyl-4-carbaldehyde oxime). Yields the product C1(=CC=C(C=C1)\C=N\OCCCOC1=CC(=C(C(=O)O)C=C1)NC(C1=C(C=CC=C1)C(F)(F)F)=O)C1=CC=CC=C1 (4-[3-({[(1E)-1,1′-biphenyl-4-ylmethylidene]amino}oxy)propoxy]-2-{[2-(trifluoromethyl)benzoyl]amino}benzoic Acid). Yield: 92.0%. RXN SMILES: C[O:2][C:3](=[O:28])[C:4]1[CH:9]=[CH:8][C:7]([O:10][CH2:11][CH2:12][CH2:13]Br)=[CH:6][C:5]=1[NH:15][C:16](=[O:27])[C:17]1[CH:22]=[CH:21][CH:20]=[CH:19][C:18]=1[C:23]([F:26])([F:25])[F:24].[C:29]1([C:38]2[CH:43]=[CH:42][CH:41]=[CH:40][CH:39]=2)[CH:34]=[CH:33][C:32]([CH:35]=[N:36][OH:37])=[CH:31][CH:30]=1>>[C:29]1([C:38]2[CH:39]=[CH:40][CH:41]=[CH:42][CH:43]=2)[CH:30]=[CH:31][C:32](/[CH:35]=[N:36]/[O:37][CH2:13][CH2:12][CH2:11][O:10][C:7]2[CH:8]=[CH:9][C:4]([C:3]([OH:2])=[O:28])=[C:5]([NH:15][C:16](=[O:27])[C:17]3[CH:22]=[CH:21][CH:20]=[CH:19][C:18]=3[C:23]([F:25])([F:26])[F:24])[CH:6]=2)=[CH:33][CH:34]=1. Reported procedure: The title compound (0.193 g, 92%) was prepared as a white solid from 4-(3-bromo-propoxy)-2-(2-trifluoromethyl-benzoylamino)-benzoic acid methyl ester and Biphenyl-4-carbaldehyde oxime using a procedure similar to step 1 of example 6. mp=170.5-172.5° C.; mass spectrum API-ES, (M−H) m/z 561. 1H NMR (400 MHz, DMSO-d6); δ 13.40 (bs, 1H), 12.00 (bs, 1H), 8.32 (s, 1H), 8.27 (d, 1H), 7.98 (d, 1H), 7.88 (d, 1H), 7.81 (m, 2H), 7.76 (m, 1H), 7.68 (m, 6H), 7.46 (m, 2H), 7.38 (m, 1H), 6.82 (dd, 1H), 4.32 (t... The reactants are O (water), N1=CC=CC=C1 (Pyridine), C(C)(C)(C)O\N=C(\C1=C(C=CC(=C1)C(F)(F)F)O)/C1=NC=CC=C1O ((Z)-2-(2-hydroxy-5-trifluoromethylbenzoyl)-3-hydroxypyridine O-t-butyloxime), C(C)(=O)OC(C)=O (acetic anhydride). Run in C(Cl)(Cl)Cl (chloroform), C(Cl)(Cl)Cl (chloroform). Run at time 50 minute. Product: C(C)(C)(C)O\N=C(\C1=C(C=CC(=C1)C(F)(F)F)O)/C1=NC=CC=C1OC(C)=O ((Z)-3-acetoxy-2-(2-hydroxy-5-trifluoromethylbenzoyl)pyridine O-t-butyloxime). As a reaction SMILES: N1C=CC=CC=1.[C:7](OC(=O)C)(=[O:9])[CH3:8].[C:14]([O:18]/[N:19]=[C:20](\[C:32]1[C:37]([OH:38])=[CH:36][CH:35]=[CH:34][N:33]=1)/[C:21]1[CH:26]=[C:25]([C:27]([F:30])([F:29])[F:28])[CH:24]=[CH:23][C:22]=1[OH:31])([CH3:17])([CH3:16])[CH3:15].O>C(Cl)(Cl)Cl>[C:14]([O:18]/[N:19]=[C:20](\[C:32]1[C:37]([O:38][C:7](=[O:9])[CH3:8])=[CH:36][CH:35]=[CH:34][N:33]=1)/[C:21]1[CH:26]=[C:25]([C:27]([F:28])([F:29])[F:30])[CH:24]=[CH:23][C:22]=1[OH:31])([CH3:17])([CH3:15])[CH3:16]. Procedure: Pyridine (0.30 ml) was dissolved in chloroform (10 ml). To the solution was added acetic anhydride (0.18 ml), and the mixture was stirred for 50 minutes. To the reaction mixture was then added (Z)-2-(2-hydroxy-5-trifluoromethylbenzoyl)-3-hydroxypyridine O-t-butyloxime (0.21 g), and the mixture was stirred for 3 hours at room temperature. To the reaction mixture were added water and chloroform for extraction. The organic layer was dried (anhydrous magnesium sulfate), followed by distilling off th... The reactants are CCCc1cc(C)[nH]c(=O)c1CNC(=O)c1cc(C#N)cc2c1c(C)cn2C(C)C, CCO, CCOC(C)=O, [K+], [OH-], O. The product is CCCc1cc(C)[nH]c(=O)c1CNC(=O)c1cc(C(=O)O)cc2c1c(C)cn2C(C)C. RXN SMILES: [C:1](#[N:2])[c:3]1[cH:4][c:5]([C:16](=[O:17])[NH:18][CH2:19][c:20]2[c:21](=[O:30])[nH:22][c:23]([CH3:29])[cH:24][c:25]2[CH2:26][CH2:27][CH3:28])[c:6]2[c:7]([CH3:15])[cH:8][n:9]([CH:12]([CH3:13])[CH3:14])[c:10]2[cH:11]1.[CH3:33][CH2:34][OH:35].[CH3:37][CH2:38][O:39][C:40]([CH3:41])=[O:42].[K+:32].[OH-:31].[OH2:36]>>[C:1]([c:3]1[cH:4][c:5]([C:16](=[O:17])[NH:18][CH2:19][c:20]2[c:21](=[O:30])[nH:22][c:23]([CH3:29])[cH:24][c:25]2[CH2:26][CH2:27][CH3:28])[c:6]2[c:7]([CH3:15])[cH:8][n:9]([CH:12]([CH3:13])[CH3:14])[c:10]2[cH:11]1)(=[O:31])[OH:36]. The reactants are ClC=1C=CC2=C(C=C(O2)C2CN(CCN2)C2=C(C=C3C(C(=CN(C3=C2)CC)C(=O)O)=O)F)C1 (7-[3-(5-chloro-2-benzofuranyl)-1-piperazinyl]-1-ethyl-6-fluoro-1,4-dihydro-4-oxo-3-quinolinecarboxylic acid), C(=O)O (formic acid). Solvent: C=O (formaldehyde). The product is ClC=1C=CC2=C(C=C(O2)C2CN(CCN2C)C2=C(C=C3C(C(=CN(C3=C2)CC)C(=O)O)=O)F)C1 (7-[3-(5-Chloro-2-benzofuranyl)-4-methyl-1-piperazinyl]-1-ethyl-6-fluoro-1,4-dihydro-4-oxo-3-quinolinecarboxylic acid). RXN SMILES: [Cl:1][C:2]1[CH:3]=[CH:4][C:5]2[O:9][C:8]([CH:10]3[NH:15][CH2:14][CH2:13][N:12]([C:16]4[CH:25]=[C:24]5[C:19]([C:20](=[O:31])[C:21]([C:28]([OH:30])=[O:29])=[CH:22][N:23]5[CH2:26][CH3:27])=[CH:18][C:17]=4[F:32])[CH2:11]3)=[CH:7][C:6]=2[CH:33]=1.[CH:34](O)=O>C=O>[Cl:1][C:2]1[CH:3]=[CH:4][C:5]2[O:9][C:8]([CH:10]3[N:15]([CH3:34])[CH2:14][CH2:13][N:12]([C:16]4[CH:25]=[C:24]5[C:19]([C:20](=[O:31])[C:21]([C:28]([OH:30])=[O:29])=[CH:22][N:23]5[CH2:26][CH3:27])=[CH:18][C:17]=4[F:32])[CH2:11]3)=[CH:7][C:6]=2[CH:33]=1. Procedure: A 150 mg portion of 7-[3-(5-chloro-2-benzofuranyl)-1-piperazinyl]-1-ethyl-6-fluoro-1,4-dihydro-4-oxo-3-quinolinecarboxylic acid was suspended in 0.6 ml of 37% formaldehyde and 0.75 ml of 90% formic acid was added. The mixture was heated on a steam bath for 2 hours, then evaporated to dryness. A 5 ml portion of water was added, the pH adjusted to 7.0 with 1N sodium hydroxide and the solid collected, washed with water and dried, giving 113 mg of the desired product, mp 248°-249° C. The reactants are Br, COC(=O)N1CCC(c2cc(=O)[nH]o2)CC1c1ccc(Cl)cc1. The product is O=c1cc(C2CCNC(c3ccc(Cl)cc3)C2)o[nH]1. As a reaction SMILES: [BrH:24].[Cl:1][c:2]1[cH:3][cH:4][c:5]([CH:8]2[N:9]([C:20]([O:21][CH3:22])=[O:23])[CH2:10][CH2:11][CH:12]([c:14]3[cH:15][c:16](=[O:19])[nH:17][o:18]3)[CH2:13]2)[cH:6][cH:7]1>>[Cl:1][c:2]1[cH:3][cH:4][c:5]([CH:8]2[NH:9][CH2:10][CH2:11][CH:12]([c:14]3[cH:15][c:16](=[O:19])[nH:17][o:18]3)[CH2:13]2)[cH:6][cH:7]1. The reactants are ClC1=NC=NC(=C1)C1=CC=C(C=C1)C(F)(F)F (4-chloro-6-(4-trifluoromethyl-phenyl)pyrimidine), OC1=CC=C2C=CNC2=C1 (6-hydroxyindole), [OH-].[Na+] (NaOH). The solvent is O1CCOCC1 (1,4-dioxane). The product is FC(C1=CC=C(C=C1)C1=CC(=NC=N1)OC1=CC=C2C=CNC2=C1)(F)F (6-[6-(4-Trifluoromethyl-phenyl)-pyrimidin-4-yloxy]-1H-indole). RXN SMILES: Cl[C:2]1[CH:7]=[C:6]([C:8]2[CH:13]=[CH:12][C:11]([C:14]([F:17])([F:16])[F:15])=[CH:10][CH:9]=2)[N:5]=[CH:4][N:3]=1.[OH:18][C:19]1[CH:27]=[C:26]2[C:22]([CH:23]=[CH:24][NH:25]2)=[CH:21][CH:20]=1.[OH-].[Na+]>O1CCOCC1>[F:15][C:14]([F:17])([F:16])[C:11]1[CH:12]=[CH:13][C:8]([C:6]2[N:5]=[CH:4][N:3]=[C:2]([O:18][C:19]3[CH:27]=[C:26]4[C:22]([CH:23]=[CH:24][NH:25]4)=[CH:21][CH:20]=3)[CH:7]=2)=[CH:9][CH:10]=1 |f:2.3|. Procedure details: To a 100-mL, round-bottomed flask containing 4-chloro-6-(4-trifluoromethyl-phenyl)pyrimidine, (Example 2(a), Method A), (0.20 g, 0.77 mmol) and 6-hydroxyindole (0.21 g, 1.5 mmol, Aldrich) in 1,4-dioxane (10 mL), was added NaOH (8.0 mL, 8.0 mmol, 1.0 N). The mixture was heated at reflux for 8 h, and after cooling to room temperature, the reaction mixture was concentrated in vacuum. EtOAc (30 mL) was added, and the organic layer was washed with brine (10 mL), water (15 mL), dried over Na2SO4, filt... Starting materials: BrC1=C(C=CC=C1)OCCF (1-bromo-2-(2-fluoroethoxy)benzene), CC(C)(C)[O-].[Na+] (NaOtBu), C=1C=CC(=CC1)P(C=2C=CC=CC2)C3=CC=C4C=CC=CC4=C3C5=C6C=CC=CC6=CC=C5P(C=7C=CC=CC7)C=8C=CC=CC8 (BINAP), C(C1=CC=CC=C1)(C1=CC=CC=C1)=N (benzophenone imine). The solvent is C1(=CC=CC=C1)C (toluene). Reaction conditions: temperature 120 celsius. The product is FCCOC1=C(N)C=CC=C1 (2-(2-fluoroethoxy)aniline). Isolated yield 99.9%. As a reaction SMILES: Br[C:2]1[CH:7]=[CH:6][CH:5]=[CH:4][C:3]=1[O:8][CH2:9][CH2:10][F:11].CC([O-])(C)C.[Na+].C1C=CC(P(C2C(C3C(P(C4C=CC=CC=4)C4C=CC=CC=4)=CC=C4C=3C=CC=C4)=C3C(C=CC=C3)=CC=2)C2C=CC=CC=2)=CC=1.C(=[NH:77])(C1C=CC=CC=1)C1C=CC=CC=1>C1(C)C=CC=CC=1>[F:11][CH2:10][CH2:9][O:8][C:3]1[CH:4]=[CH:5][CH:6]=[CH:7][C:2]=1[NH2:77] |f:1.2|. Reported procedure: To a solution of the product of Example 126, Step 1 (800 mg, 3.65, mmol) in deoxygenated toluene (15 mL) was added NaOtBu (498 mg, 5.2 mmol), BINAP (364 mg, 0.58 mmol) Pd2(dba)3 (217 mg, 0.24 mmol) and benzophenone imine (0.8 mL, 4.7 mmol). The reaction mixture was heated at 120° C. for 3 h. The crude mixture was then washed with DCM and the aqueous layer was made basic with sat. NaHCO3. The aqueous layer was extracted with DCM and the combined organic extracts were dried (Na2SO4), filtered and ... Reactants: C1(=CC=CC=C1)[C@H]1N(CC(=C1)OS(=O)(=O)C(F)(F)F)C(=O)OC(C)(C)C ((2S)-tert-butyl 2-phenyl-4-([(trifluoromethyl)sulfonyl]oxy}-2,5-dihydro-1H-pyrrole-1-carboxylate), FC1=C(C=C(C=C1)F)B(O)O (2,5-difluorophenyl boronic acid), C(=O)([O-])[O-].[Na+].[Na+] (Na2CO3), [Li+].[Cl-] (LiCl). Reagents/catalysts: C=1C=CC(=CC1)[P](C=2C=CC=CC2)(C=3C=CC=CC3)[Pd]([P](C=4C=CC=CC4)(C=5C=CC=CC5)C=6C=CC=CC6)([P](C=7C=CC=CC7)(C=8C=CC=CC8)C=9C=CC=CC9)[P](C=1C=CC=CC1)(C=1C=CC=CC1)C=1C=CC=CC1 (Pd(PPh3)4). Solvent: COCCOC.O (DME H2O). Reaction conditions: temperature 90 celsius. Product: FC1=C(C=C(C=C1)F)C1=C[C@H](N(C1)C(=O)OC(C)(C)C)C1=CC=CC=C1 ((2S)-tert-butyl 4-(2,5-difluorophenyl)-2-phenyl-2,5-dihydro-1H-pyrrole-1-carboxylate). RXN SMILES: [C:1]1([C@@H:7]2[CH:11]=[C:10](OS(C(F)(F)F)(=O)=O)[CH2:9][N:8]2[C:20]([O:22][C:23]([CH3:26])([CH3:25])[CH3:24])=[O:21])[CH:6]=[CH:5][CH:4]=[CH:3][CH:2]=1.[F:27][C:28]1[CH:33]=[CH:32][C:31]([F:34])=[CH:30][C:29]=1B(O)O.C([O-])([O-])=O.[Na+].[Na+].[Li+].[Cl-]>COCCOC.O.C1C=CC([P]([Pd]([P](C2C=CC=CC=2)(C2C=CC=CC=2)C2C=CC=CC=2)([P](C2C=CC=CC=2)(C2C=CC=CC=2)C2C=CC=CC=2)[P](C2C=CC=CC=2)(C2C=CC=CC=2)C2C=CC=CC=2)(C2C=CC=CC=2)C2C=CC=CC=2)=CC=1>[F:27][C:28]1[CH:33]=[CH:32][C:31]([F:34])=[CH:30][C:29]=1[C:10]1[CH2:9][N:8]([C:20]([O:22][C:23]([CH3:24])([CH3:25])[CH3:26])=[O:21])[C@H:7]([C:1]2[CH:2]=[CH:3][CH:4]=[CH:5][CH:6]=2)[CH:11]=1 |f:2.3.4,5.6,7.8,^1:56,58,77,96|. Reported procedure: To a flame dried flask equipped with stir bar was added (2S)-tert-butyl 2-phenyl-4-{[(trifluoromethyl)sulfonyl]oxy}-2,5-dihydro-1H-pyrrole-1-carboxylate (5-4, 0.250 g, 0.636 mmol), 2,5-difluorophenyl boronic acid (0.251 g, 1.59 mmol), Na2CO3 (0.202 g, 1.91 mmol), and LiCl (0.081 g, 1.91 mmol). The solids were dissolved in 20 mL 4:1 DME/H2O and degassed with nitrogen. Pd(PPh3)4 (0.037 g, 0.032 mmol) was added and the reaction was sealed under nitrogen and heated to 90° C. for 2 hours. Upon comple...